From a dataset of the Open Reaction Database (ORD), a public repository of structured organic reaction records. describe an organic reaction: reactants, conditions, products, and yield The reactants are C1COCCO1, Cl, CC(C)(C)OC(=O)N1CCN(c2ccc3c(c2)C(NC(=O)c2ccc(F)cc2)C(O)CC3)CC1. Yields the product Cl, O=C(NC1c2cc(N3CCNCC3)ccc2CCC1O)c1ccc(F)cc1. RXN SMILES: [CH2:36]1[O:37][CH2:38][CH2:39][O:40][CH2:41]1.[ClH:35].[F:1][c:2]1[cH:3][cH:4][c:5]([C:6](=[O:7])[NH:8][CH:9]2[CH:10]([OH:32])[CH2:11][CH2:12][c:13]3[cH:14][cH:15][c:16]([N:19]4[CH2:20][CH2:21][N:22]([C:25]([O:26][C:27]([CH3:28])([CH3:29])[CH3:30])=[O:31])[CH2:23][CH2:24]4)[cH:17][c:18]32)[cH:33][cH:34]1>>[ClH:35].[F:1][c:2]1[cH:3][cH:4][c:5]([C:6](=[O:7])[NH:8][CH:9]2[CH:10]([OH:32])[CH2:11][CH2:12][c:13]3[cH:14][cH:15][c:16]([N:19]4[CH2:20][CH2:21][NH:22][CH2:23][CH2:24]4)[cH:17][c:18]32)[cH:33][cH:34]1. The reactants are Cc1ccc(-c2cccc3c2c(=O)c(C)nn3Cc2ccccc2)c(C)c1, CCO, Cl, [H][H]. Yields the product Cc1ccc(-c2cccc3[nH]nc(C)c(=O)c23)c(C)c1. Reaction SMILES: [CH2:1]([c:2]1[cH:3][cH:4][cH:5][cH:6][cH:7]1)[n:8]1[n:9][c:10]([CH3:27])[c:11](=[O:26])[c:12]2[c:13](-[c:18]3[c:19]([CH3:25])[cH:20][c:21]([CH3:24])[cH:22][cH:23]3)[cH:14][cH:15][cH:16][c:17]12.[CH3:31][CH2:32][OH:33].[ClH:28].[H:29][H:30]>>[nH:8]1[n:9][c:10]([CH3:27])[c:11](=[O:26])[c:12]2[c:13](-[c:18]3[c:19]([CH3:25])[cH:20][c:21]([CH3:24])[cH:22][cH:23]3)[cH:14][cH:15][cH:16][c:17]12.